This data is from the Open Reaction Database (ORD), a public repository of structured organic reaction records. The task is: describe an organic reaction: reactants, conditions, products, and yield Reactants: C(C)OC(=O)C1=NNC=C1[N+](=O)[O-] (4-nitro-1H-pyrazole-3-carboxylic acid ethyl ester), CS(=O)(=O)OCC(F)(F)F (2,2,2-trifluoroethyl methanesulfonate). Product: C(C)OC(=O)C1=NN(C=C1[N+](=O)[O-])CC(F)(F)F (4-Nitro-1-(2,2,2-trifluoroethyl)-1H-pyrazole-3-carboxylic acid ethyl ester). As a reaction SMILES: [CH2:1]([O:3][C:4]([C:6]1[C:10]([N+:11]([O-:13])=[O:12])=[CH:9][NH:8][N:7]=1)=[O:5])[CH3:2].CS(O[CH2:19][C:20]([F:23])([F:22])[F:21])(=O)=O>>[CH2:1]([O:3][C:4]([C:6]1[C:10]([N+:11]([O-:13])=[O:12])=[CH:9][N:8]([CH2:19][C:20]([F:23])([F:22])[F:21])[N:7]=1)=[O:5])[CH3:2]. Reported procedure: The product was obtained as a single regioisomer according to the method described in example 4, step 2 starting from 4-nitro-1H-pyrazole-3-carboxylic acid ethyl ester and 2,2,2-trifluoroethyl methanesulfonate after purification by silica gel chromatography using a heptane/ethyl acetate gradient as yellow oil (568 mg, 84%). Starting materials: C(C)[SiH](CC)CC (Triethylsilane), FC1=C(C=CC=C1F)C1(CC\C=C/CC1)O ((Z)-1-(2,3-difluorophenyl)cyclohept-4-enol), C(=O)(C(F)(F)F)O (TFA). Solvent: C(Cl)Cl (CH2Cl2). Conditions: time 2.5 hour. Yields the product FC1=C(C=CC=C1F)C1CC\C=C/CC1 ((Z)-5-(2,3-difluorophenyl)cyclohept-1-ene). Isolated yield 94.9%. As a reaction SMILES: [F:1][C:2]1[C:7]([F:8])=[CH:6][CH:5]=[CH:4][C:3]=1[C:9]1(O)[CH2:15][CH2:14][CH:13]=[CH:12][CH2:11][CH2:10]1.C([SiH](CC)CC)C.C(O)(C(F)(F)F)=O>C(Cl)Cl>[F:1][C:2]1[C:7]([F:8])=[CH:6][CH:5]=[CH:4][C:3]=1[CH:9]1[CH2:15][CH2:14][CH:13]=[CH:12][CH2:11][CH2:10]1. Reported procedure: In a 100 mL round-bottomed flask (t=g) was added (Z)-1-(2,3-difluorophenyl)cyclohept-4-enol (872 mg, 3.89 mmol) in CH2Cl2 (16 mL) to give a colorless solution. Triethylsilane (3.11 mL, 19.44 mmol) was added, following by TFA (8.00 mL). The mixture was stirred at room temperature for 2.5 hours. TLC showed clean conversion to a less polar compound. It was concentrated down and purification by FCC up to 20% Et2O in hexane afforded the desired product as a colorless oil (769 mg, 95%). The product wa... Starting materials: C(C)(=O)N1C=C(C2=CC=C(C=C12)C(=O)OC)OC (methyl 1-acetyl-3-methoxyindole-6-carboxylate), O.[OH-].[Li+] (lithium hydroxide hydrate). Run in C1CCOC1 (THF), O (water). Reaction conditions: temperature 50 celsius, time 3 hour. Yields the product COC1=CNC2=CC(=CC=C12)C(=O)O (3-Methoxyindole-6-carboxylic acid). Isolated yield 87.2%. Reaction SMILES: C([N:4]1[C:12]2[C:7](=[CH:8][CH:9]=[C:10]([C:13]([O:15]C)=[O:14])[CH:11]=2)[C:6]([O:17][CH3:18])=[CH:5]1)(=O)C.O.[OH-].[Li+]>C1COCC1.O>[CH3:18][O:17][C:6]1[C:7]2[C:12](=[CH:11][C:10]([C:13]([OH:15])=[O:14])=[CH:9][CH:8]=2)[NH:4][CH:5]=1 |f:1.2.3|. Procedure: To a solution of methyl 1-acetyl-3-methoxyindole-6-carboxylate (74 mg, 0.3 mmol) in THF (10 ml) and water (2 ml) was added lithium hydroxide hydrate (63 mg, 1.5 mmol). The reaction mixture was warmed to 50° C. and stirred for 3 h. The THF was removed under reduced pressure and the pH of the aqueous phase adjusted to 3. Extraction of the aqueous layer with ethyl acetate, drying and concentration gave the acid (50 mg, 87%);